The task is: describe an organic reaction: reactants, conditions, products, and yield. This data is from the Open Reaction Database (ORD), a public repository of structured organic reaction records. Reactants: COC(=O)C1=CC(=NS1)OCC=1C(=NOC1C)C1=NC=C(C=C1)F (3-[3-(5-fluoro-pyridin-2-yl)-5-methyl-isoxazol-4-ylmethoxy]-isothiazole-5-carboxylic acid methyl ester), NC1COCC1 (3-aminotetrahydrofuran). Yields the product C(C)(C)N (isopropyl amine), O1CC(CC1)NC(=O)C1=CC(=NS1)OCC=1C(=NOC1C)C1=NC=C(C=C1)F (3-[3-(5-Fluoro-pyridin-2-yl)-5-methyl-isoxazol-4-ylmethoxy]-isothiazole-5-carboxylic acid (tetrahydro-furan-3-yl)-amide). The yield is 55.3%. As a reaction SMILES: CO[C:3]([C:5]1[S:9][N:8]=[C:7]([O:10][CH2:11][C:12]2[C:13]([C:18]3[CH:23]=[CH:22][C:21]([F:24])=[CH:20][N:19]=3)=[N:14][O:15][C:16]=2[CH3:17])[CH:6]=1)=[O:4].[NH2:25][CH:26]1[CH2:30][CH2:29][O:28][CH2:27]1>>[CH:13]([NH2:14])([CH3:18])[CH3:12].[O:28]1[CH2:29][CH2:30][CH:26]([NH:25][C:3]([C:5]2[S:9][N:8]=[C:7]([O:10][CH2:11][C:12]3[C:13]([C:18]4[CH:23]=[CH:22][C:21]([F:24])=[CH:20][N:19]=4)=[N:14][O:15][C:16]=3[CH3:17])[CH:6]=2)=[O:4])[CH2:27]1. Reported procedure: As described for example 38b, 3-[3-(5-fluoro-pyridin-2-yl)-5-methyl-isoxazol-4-ylmethoxy]-isothiazole-5-carboxylic acid methyl ester (120 mg, 0.34 mmol), was converted, using 3-aminotetrahydrofuran (36 mg, 0.41 mmol), instead of isopropyl amine, to the title compound (38 mg, 27%) which was obtained as a white solid after purification by chromatography (silica, heptane:ethyl acetate=75:25 to 25:75). MS: m/e=405.3 [M+H]+.